Dataset: the Open Reaction Database (ORD), a public repository of structured organic reaction records. Task: describe an organic reaction: reactants, conditions, products, and yield Reactants: O=C([O-])O, COCCl, CCN(C(C)C)C(C)C, [Na+], C1CCOC1, O=Cc1cn(-c2ccccc2)nc1O. Product: COCOc1nn(-c2ccccc2)cc1C=O. Reaction SMILES: [C:28](=[O:29])([O-:30])[OH:31].[CH3:15][O:16][CH2:17][Cl:18].[CH:19]([N:20]([CH2:21][CH3:22])[CH:23]([CH3:24])[CH3:25])([CH3:26])[CH3:27].[Na+:32].[O:33]1[CH2:34][CH2:35][CH2:36][CH2:37]1.[OH:1][c:2]1[n:3][n:4](-[c:9]2[cH:10][cH:11][cH:12][cH:13][cH:14]2)[cH:5][c:6]1[CH:7]=[O:8]>>[O:1]([c:2]1[n:3][n:4](-[c:9]2[cH:10][cH:11][cH:12][cH:13][cH:14]2)[cH:5][c:6]1[CH:7]=[O:8])[CH2:17][O:16][CH3:15].